From a dataset of the Open Reaction Database (ORD), a public repository of structured organic reaction records. describe an organic reaction: reactants, conditions, products, and yield Starting materials: FC1=C(C=CC=C1)C(N)=N (2-fluorobenzenecarboximidamide), ClC(Cl)(Cl)S (perchloromethyl mercaptan), [OH-].[Na+] (sodium hydroxide). The solvent is ClCCl (dichloromethane), O (water). Product: ClC1=NC(=NS1)C1=C(C=CC=C1)F (5-Chloro-3-(2-fluorophenyl)-1,2,4-thiadiazole). Isolated yield 87.6%. Reaction SMILES: [F:1][C:2]1[CH:7]=[CH:6][CH:5]=[CH:4][C:3]=1[C:8](=[NH:10])[NH2:9].[Cl:11][C:12]([SH:15])(Cl)Cl.[OH-].[Na+]>ClCCl.O>[Cl:11][C:12]1[S:15][N:9]=[C:8]([C:3]2[CH:4]=[CH:5][CH:6]=[CH:7][C:2]=2[F:1])[N:10]=1 |f:2.3|. Procedure: To a solution of 2-fluorobenzenecarboximidamide (1.38 g, 10.0 mmol) and perchloromethyl mercaptan (1.07 ml, 10.0 mmol) in dichloromethane (10 ml) was added dropwise a solution of sodium hydroxide (1.60 g, 40.0 mmol) in water (4 ml) under ice-cooling. Then, the reaction mixture was stirred under ice-cooling for 1 hour and at room temperature for 1 hour. The organic layer was separated, washed with water, and then dried over anhydrous magnesium sulfate. The solvent was distilled off under reduced ... Starting materials: BrCC1=C(C=CC=C1)Br (1-bromomethyl-2-bromobenzene), [N-]=[N+]=[N-].[Na+] (sodium azide), O (water). Solvent: CN(C=O)C (dimethylformamide). Conditions: temperature 25 celsius, time 20 hour. Yields the product N(=[N+]=[N-])CC1=C(C=CC=C1)Br (1-azidomethyl-2-bromobenzene). The yield is 97.9%. RXN SMILES: Br[CH2:2][C:3]1[CH:8]=[CH:7][CH:6]=[CH:5][C:4]=1[Br:9].[N-:10]=[N+:11]=[N-:12].[Na+].O>CN(C)C=O>[N:10]([CH2:2][C:3]1[CH:8]=[CH:7][CH:6]=[CH:5][C:4]=1[Br:9])=[N+:11]=[N-:12] |f:1.2|. Procedure: After a mixture of 30 g (120 mmol) of 1-bromomethyl-2-bromobenzene and 15.6 g (240 mmol) of sodium azide in 300 ml of dimethylformamide was stirred at 25° C. for 20 hours it was poured into 500 ml of water and extracted with ethyl acetate. The extracts were washed with water and brine, dried (Na2SO4) and concentrated to give 24.9 g (98%) of the product as an oil.